Dataset: the Open Reaction Database (ORD), a public repository of structured organic reaction records. Task: describe an organic reaction: reactants, conditions, products, and yield The reactants are CO (methanol), [BH4-].[Na+] (sodium borohydride), C(C1=CC=CC=C1)N([C@@H](C)C(C=C(C)C)=O)CC1=CC=CC=C1 ((S)-2-(dibenzylamino)-5-methyl-4-hexen-3-one), CO (MeOH), [Cl-].[Ce+3].[Cl-].[Cl-] (cerium chloride). The solvent is O (Water). Reaction conditions: time 7 hour. Product: C(C1=CC=CC=C1)N([C@@H](C)C(C=C(C)C)O)CC1=CC=CC=C1 ((2S)-2-(dibenzylamino)-5-methyl-4-hexen-3-ol). Yield: 82.8%. RXN SMILES: CO.[BH4-].[Na+].[CH2:5]([N:12]([CH2:21][C:22]1[CH:27]=[CH:26][CH:25]=[CH:24][CH:23]=1)[C@H:13]([C:15](=[O:20])[CH:16]=[C:17]([CH3:19])[CH3:18])[CH3:14])[C:6]1[CH:11]=[CH:10][CH:9]=[CH:8][CH:7]=1.[Cl-].[Ce+3].[Cl-].[Cl-]>O>[CH2:5]([N:12]([CH2:21][C:22]1[CH:23]=[CH:24][CH:25]=[CH:26][CH:27]=1)[C@H:13]([CH:15]([OH:20])[CH:16]=[C:17]([CH3:18])[CH3:19])[CH3:14])[C:6]1[CH:11]=[CH:10][CH:9]=[CH:8][CH:7]=1 |f:1.2,4.5.6.7|. Reported procedure: A methanol solution (10 ml) containing sodium borohydride (1.5 g) and (S)-2-(dibenzylamino)-5-methyl-4-hexen-3-one (4.2 g) obtained in the 3rd step were added to an MeOH (30 ml) solution containing cerium chloride (10 g), followed by stirring for 7 hours. Water was added to the reaction solution, followed by extraction with ethyl acetate. The organic layers were washed with water and saturated saline and dried over anhydrous sodium sulfate. Then, the solvent was distilled away under reduced pres...